Dataset: the Open Reaction Database (ORD), a public repository of structured organic reaction records. Task: describe an organic reaction: reactants, conditions, products, and yield Starting materials: C(CCC)N1C(C(=C(C2=CC=CN=C12)C1=CC(=CC=C1)OC)NC(=O)NC1=C(C=C(C=C1C(C)C)NC(C1=CC=CC=C1)(C1=CC=CC=C1)C1=CC=CC=C1)C(C)C)=O (N-[1-butyl-4-(3-methoxyphenyl)-1,2-dihydro-2-oxo-1,8-naphthyridin-3-yl]-N′-(2,6-diisopropyl-4-tritylaminophenyl)urea). Reagents/catalysts: [C].[Pd] (palladium carbon). Solvent: C(C)O (ethanol). Product: C(CCC)N1C(C(=C(C2=CC=CN=C12)C1=CC(=CC=C1)OC)NC(=O)NC1=C(C=C(C=C1C(C)C)N)C(C)C)=O (N-[1-butyl-4-(3-methoxyphenyl)-1,2-dihydro-2-oxo-1,8-naphthyridin-3-yl]-N′-(2,6-diisopropyl-4-aminophenyl)urea). The yield is 86.2%. As a reaction SMILES: [CH2:1]([N:5]1[C:14]2[C:9](=[CH:10][CH:11]=[CH:12][N:13]=2)[C:8]([C:15]2[CH:20]=[CH:19][CH:18]=[C:17]([O:21][CH3:22])[CH:16]=2)=[C:7]([NH:23][C:24]([NH:26][C:27]2[C:32]([CH:33]([CH3:35])[CH3:34])=[CH:31][C:30]([NH:36]C(C3C=CC=CC=3)(C3C=CC=CC=3)C3C=CC=CC=3)=[CH:29][C:28]=2[CH:56]([CH3:58])[CH3:57])=[O:25])[C:6]1=[O:59])[CH2:2][CH2:3][CH3:4]>C(O)C.[C].[Pd]>[CH2:1]([N:5]1[C:14]2[C:9](=[CH:10][CH:11]=[CH:12][N:13]=2)[C:8]([C:15]2[CH:20]=[CH:19][CH:18]=[C:17]([O:21][CH3:22])[CH:16]=2)=[C:7]([NH:23][C:24]([NH:26][C:27]2[C:32]([CH:33]([CH3:35])[CH3:34])=[CH:31][C:30]([NH2:36])=[CH:29][C:28]=2[CH:56]([CH3:58])[CH3:57])=[O:25])[C:6]1=[O:59])[CH2:2][CH2:3][CH3:4] |f:2.3|. Procedure: A suspension of N-[1-butyl-4-(3-methoxyphenyl)-1,2-dihydro-2-oxo-1,8-naphthyridin-3-yl]-N′-(2,6-diisopropyl-4-tritylaminophenyl)urea (273 mg, 0.348 mmol), a 10% palladium carbon (56 mg) in ethanol is stirred under hydrogen atmosphere at room temperature for 8 hours. The mixture is filtered on celite, and the solvent is concentrated under reduced pressure. The residue is purified by silica gel column chromatography to give the title compound (165 mg, 0.30 mmol) as crystals. Starting materials: C(C)OC(C=CC=1C(=NC=C(C1)Cl)OCC(=O)N1[C@@H](CN([C@H](C1)C)CC1=CC=C(C=C1)F)C)=O (3-(5-chloro-2-{2-[4-(4-fluoro-benzyl)-(2R,5S)-2,5-dimethyl-piperazin-1-yl]-2-oxo-ethoxy}-pyridin-3-yl)-acrylic acid ethyl ester), [H][H] (hydrogen). Reagents/catalysts: [Pt]=O (platinum oxide). Solvent: C(C)O (ethanol). The product is C(C)OC(CCC=1C(=NC=C(C1)Cl)OCC(=O)N1[C@@H](CN([C@H](C1)C)CC1=CC=C(C=C1)F)C)=O (3-(5-Chloro-2-{2-[4-(4-fluoro-benzyl)-(2R,5S)-2,5-dimethyl-piperazin-1-yl]-2-oxo-ethoxy}-pyridin-3-yl)-propionic acid ethyl ester). The yield is 78.4%. Reaction SMILES: [CH2:1]([O:3][C:4](=[O:34])[CH:5]=[CH:6][C:7]1[C:8]([O:14][CH2:15][C:16]([N:18]2[CH2:23][C@H:22]([CH3:24])[N:21]([CH2:25][C:26]3[CH:31]=[CH:30][C:29]([F:32])=[CH:28][CH:27]=3)[CH2:20][C@H:19]2[CH3:33])=[O:17])=[N:9][CH:10]=[C:11]([Cl:13])[CH:12]=1)[CH3:2].[H][H]>C(O)C.[Pt]=O>[CH2:1]([O:3][C:4](=[O:34])[CH2:5][CH2:6][C:7]1[C:8]([O:14][CH2:15][C:16]([N:18]2[CH2:23][C@H:22]([CH3:24])[N:21]([CH2:25][C:26]3[CH:31]=[CH:30][C:29]([F:32])=[CH:28][CH:27]=3)[CH2:20][C@H:19]2[CH3:33])=[O:17])=[N:9][CH:10]=[C:11]([Cl:13])[CH:12]=1)[CH3:2]. Procedure: To a solution of 3-(5-chloro-2-{2-[4-(4-fluoro-benzyl)-(2R,5S)-2,5-dimethyl-piperazin-1-yl]-2-oxo-ethoxy}-pyridin-3-yl)-acrylic acid ethyl ester (0.102 g, 0.21 mmol) in ethanol (20 mL) was added platinum oxide (0.010 g). The reaction mixture was shaken under positive pressure of hydrogen gas (20 psi) for 20 minutes. The resulting mixture was filtered through a pad of celite, the filter cake was washed with ethanol, and the combined filtrate was concentrated in vacuo to give the title compound (0... Reactants: ethanolic solution, [O-]CC.[Na+] (sodium ethoxide), ClC1=CC=C(C(C)(C)NC(N(C2=CC=CC=C2)O)=O)C=C1 (3-(p-chloro-α,α-dimethylbenzyl)-1-hydroxy-1-phenylurea), C1(=CC=CC=C1)NO (N-phenylhydroxylamine), ClC1=CC=C(C(C)(C)N=C=O)C=C1 (p-chloro-α,α-dimethylbenzyl isocyanate), [C-]#N (cyanide), C(C)Br (ethyl bromide). Run in C(C)OCC (diethyl ether), C(C)OCC (diethyl ether). Reaction conditions: temperature 60 celsius. Product: ClC1=CC=C(C(C)(C)NC(N(C2=CC=CC=C2)OCC)=O)C=C1 (3-(p-Chloro-α,α-dimethylbenzyl)-1-ethoxy-1-phenylurea). RXN SMILES: Cl[C:2]1C=CC(C(N=C=O)(C)C)=C[CH:3]=1.[C-]#N.C1(NO)C=CC=CC=1.[Cl:24][C:25]1[CH:44]=[CH:43][C:28]([C:29]([NH:32][C:33](=[O:42])[N:34]([OH:41])[C:35]2[CH:40]=[CH:39][CH:38]=[CH:37][CH:36]=2)([CH3:31])[CH3:30])=[CH:27][CH:26]=1.[O-]CC.[Na+].C(Br)C>C(OCC)C>[Cl:24][C:25]1[CH:26]=[CH:27][C:28]([C:29]([NH:32][C:33](=[O:42])[N:34]([O:41][CH2:2][CH3:3])[C:35]2[CH:40]=[CH:39][CH:38]=[CH:37][CH:36]=2)([CH3:30])[CH3:31])=[CH:43][CH:44]=1 |f:4.5|. Reported procedure: A solution of 19.6 g of p-chloro-α,α-dimethylbenzyl isocyanate, prepared from the corresponding cyanide in the same way as in Synthesis Example 1, in 10 ml of diethyl ether was added dropwise to a solution of 10.9 g of N-phenylhydroxylamine in 10 ml of diethyl ether. After completion of the addition, the mixture was stirred for 30 minutes whereby 3-(p-chloro-α,α-dimethylbenzyl)-1-hydroxy-1-phenylurea precipitated. The resulting crystals were separated by filtration and dried. A 3.0 g portion of ... The reactants are CCO, [Na+], [OH-], CC(=O)Nc1cn(Cc2c(F)cccc2F)c2sc(-c3ccccc3)c(C)c2c1=O. The product is Cc1c(-c2ccccc2)sc2c1c(=O)c(N)cn2Cc1c(F)cccc1F. RXN SMILES: [CH3:33][CH2:34][OH:35].[Na+:32].[OH-:31].[c:1]1(-[c:7]2[c:8]([CH3:30])[c:9]3[c:10]([n:11]([CH2:20][c:21]4[c:22]([F:28])[cH:23][cH:24][cH:25][c:26]4[F:27])[cH:12][c:13]([NH:16][C:17](=[O:18])[CH3:19])[c:14]3=[O:15])[s:29]2)[cH:2][cH:3][cH:4][cH:5][cH:6]1>>[c:1]1(-[c:7]2[c:8]([CH3:30])[c:9]3[c:10]([n:11]([CH2:20][c:21]4[c:22]([F:28])[cH:23][cH:24][cH:25][c:26]4[F:27])[cH:12][c:13]([NH2:16])[c:14]3=[O:15])[s:29]2)[cH:2][cH:3][cH:4][cH:5][cH:6]1. The reactants are C(#N)[BH3-].[Na+] (sodium cyanoborohydride), C(C)(=O)O (acetic acid), C(CC)=O (propionaldehyde), NCCC1=CC=C(C=C1)O (Tyramine). Solvent: CO (methanol). Reaction conditions: time 2 day. Yields the product C(CC)N(CCC1=CC=C(C=C1)O)CCC (4-(2-dipropylaminoethyl)phenol). As a reaction SMILES: [NH2:1][CH2:2][CH2:3][C:4]1[CH:9]=[CH:8][C:7]([OH:10])=[CH:6][CH:5]=1.[C:11]([BH3-])#N.[Na+].[C:15](O)(=O)[CH3:16].[CH:19](=O)[CH2:20][CH3:21]>CO>[CH2:19]([N:1]([CH2:11][CH2:15][CH3:16])[CH2:2][CH2:3][C:4]1[CH:9]=[CH:8][C:7]([OH:10])=[CH:6][CH:5]=1)[CH2:20][CH3:21] |f:1.2|. Reported procedure: Tyramine (manufactured by Tokyo Kasei Kogyo Co., Ltd.) (591 mg) was dissolved in anhydrous methanol (12 ml) and then added with sodium cyanoborohydride (812 mg), acetic acid (5.00 ml), and propionaldehyde (777 μl), followed by stirring at room temperature under a nitrogen atmosphere for 2 days. After completion of the reaction, the solvent was distilled off. Then, the residue was dissolved in diethyl ether and then stirred after the addition of distilled water. The solution was subjected to extr... Reactants: [Ag], BrCc1ccccc1, Cn1c(-c2cc[nH]c(=O)c2)nnc1S(C)(=O)=O. The product is Cn1c(-c2ccnc(OCc3ccccc3)c2)nnc1S(C)(=O)=O. RXN SMILES: [Ag:26].[Br:18][CH2:19][c:20]1[cH:21][cH:22][cH:23][cH:24][cH:25]1.[CH3:1][S:2](=[O:3])(=[O:4])[c:5]1[n:6]([CH3:17])[c:7](-[c:10]2[cH:11][c:12](=[O:16])[nH:13][cH:14][cH:15]2)[n:8][n:9]1>>[CH3:1][S:2](=[O:3])(=[O:4])[c:5]1[n:6]([CH3:17])[c:7](-[c:10]2[cH:11][c:12]([O:16][CH2:19][c:20]3[cH:21][cH:22][cH:23][cH:24][cH:25]3)[n:13][cH:14][cH:15]2)[n:8][n:9]1. Starting materials: ClC(=O)OCC1=CC=CC=C1 (benzyl chloroformate), Cl.CC1(CNCCC1)C(=O)N (3-Methyl-piperidine-3-carboxylic acid amide hydrochloride), O1CCOCC1 (1,4-dioxane), C([O-])([O-])=O.[Na+].[Na+] (sodium carbonate). Solvent: O (water). Conditions: temperature 0 celsius, time 3 hour. Yields the product C(C1=CC=CC=C1)OC(=O)N1CC(CCC1)(C)C(N)=O (3-Carbamoyl-3-methyl-piperidine-1-carboxylic acid benzyl ester). Yield: 409.7%. Reaction SMILES: Cl.[CH3:2][C:3]1([C:9]([NH2:11])=[O:10])[CH2:8][CH2:7][CH2:6][NH:5][CH2:4]1.O1CCOCC1.C(=O)([O-])[O-].[Na+].[Na+].Cl[C:25]([O:27][CH2:28][C:29]1[CH:34]=[CH:33][CH:32]=[CH:31][CH:30]=1)=[O:26]>O>[CH2:28]([O:27][C:25]([N:5]1[CH2:6][CH2:7][CH2:8][C:3]([C:9](=[O:10])[NH2:11])([CH3:2])[CH2:4]1)=[O:26])[C:29]1[CH:34]=[CH:33][CH:32]=[CH:31][CH:30]=1 |f:0.1,3.4.5|. Procedure details: To a solution of 3-Methyl-piperidine-3-carboxylic acid amide hydrochloride (740 mg, 4.1 mmol) in a cosolvent of 1,4-dioxane and water (12 mL, v:v=5:1) was added sodium carbonate (1.6 g, 15 mmol). The mixture was cooled to 0° C., benzyl chloroformate (900 mg, 0.53 mmol) was added, and the mixture was allowed to stir at room temperature for 3 h. LCMS showed starting material was consumed. The volatile components were removed, and the residue was extracted with ethyl acetate, purified by column chr... Reactants: FC(CCC(=O)Cl)(F)F (4,4,4-trifluorobutanoyl chloride), CNN (methylhydrazine), C(=O)([O-])[O-].[Na+].[Na+] (Na2CO3). Solvent: C(Cl)Cl (CH2Cl2). Run at temperature 0 celsius. The product is FC(CCC(=O)N(N)C)(F)F (4,4,4-Trifluoro-N-methylbutanehydrazide). As a reaction SMILES: [CH3:1][NH:2][NH2:3].[F:4][C:5]([F:12])([F:11])[CH2:6][CH2:7][C:8](Cl)=[O:9].C([O-])([O-])=O.[Na+].[Na+]>C(Cl)Cl>[F:4][C:5]([F:12])([F:11])[CH2:6][CH2:7][C:8]([N:2]([CH3:1])[NH2:3])=[O:9] |f:2.3.4|. Procedure: To a stirred solution of methylhydrazine (7.81 g, 169 mmol) in CH2Cl2 (150 mL) cooled to 0° C. was added over 2 hours 4,4,4-trifluorobutanoyl chloride (2.72 g, 16.94 mmol, 0.3 M solution in CH2Cl2) via a syringe pump. After the addition the reaction was stirred at 0° C. for −1 h and then was allowed to warm to ambient temperature. After an additional hour of stirring at ambient temperature, the reaction mixture was poured into a—saturated aqueous solution of Na2CO3 (400 mL). The organic layer wa... Reactants: CC1([C@@H]([C@@H]1\C=C/C(=O)O)C(=O)O[C@@H](C1=CC(=CC=C1)OC1=CC=CC=C1)C#N)C ((S)α-cyano-3-phenoxy-benzyl(1R,cis)2,2-dimethyl-3-[Z-2-carboxy-ethenyl]-cyclopropanecarboxylate), C(C)(C)C(CO)C (2-isopropyl-propanol). Solvent: C(Cl)Cl (methylene chloride), C(Cl)Cl (methylene chloride). Conditions: time 15 minute. Yields the product CC1([C@@H]([C@@H]1\C=C/C(=O)OCC(C)C(C)C)C(=O)O[C@@H](C1=CC(=CC=C1)OC1=CC=CC=C1)C#N)C ((S)α-cyano-3-phenoxy-benzyl (1R,cis)2,2-dimethyl-3-[Z-2-(2-isopropyl-propyloxycarbonyl)-ethenyl]-cyclopropane-carboxylate). RXN SMILES: [CH3:1][C:2]1([CH3:29])[C@@H:4](/[CH:5]=[CH:6]\[C:7]([OH:9])=[O:8])[C@H:3]1[C:10]([O:12][C@H:13]([C:27]#[N:28])[C:14]1[CH:19]=[CH:18][CH:17]=[C:16]([O:20][C:21]2[CH:26]=[CH:25][CH:24]=[CH:23][CH:22]=2)[CH:15]=1)=[O:11].[CH:30]([CH:33]([CH3:36])[CH2:34]O)([CH3:32])[CH3:31]>C(Cl)Cl>[CH3:1][C:2]1([CH3:29])[C@@H:4](/[CH:5]=[CH:6]\[C:7]([O:9][CH2:31][CH:30]([CH:33]([CH3:36])[CH3:34])[CH3:32])=[O:8])[C@H:3]1[C:10]([O:12][C@H:13]([C:27]#[N:28])[C:14]1[CH:19]=[CH:18][CH:17]=[C:16]([O:20][C:21]2[CH:26]=[CH:25][CH:24]=[CH:23][CH:22]=2)[CH:15]=1)=[O:11]. Procedure details: A mixture of 3 g of (S)α-cyano-3-phenoxy-benzyl(1R,cis)2,2-dimethyl-3-[Z-2-carboxy-ethenyl]-cyclopropanecarboxylate in 30 ml of methylene chloride was added to a mixture of 3 ml of 1-dimethylamino-1-chloro-2-methyl-propen-1-yl [J. Org. Chem., Vol. 35 (1970), p. 3970] in 3 ml of methylene chloride and the mixture was stirred at room temperature for 15 minutes. After cooling the mixture to 5° C., 5 ml of 2-isopropyl-propanol were added thereto and the mixture was stirred at room temperature for 16...